From a dataset of the Open Reaction Database (ORD), a public repository of structured organic reaction records. describe an organic reaction: reactants, conditions, products, and yield The reactants are CC1(OB(OC1(C)C)C1=CC=2C(C3=CC=CC=C3C2C=C1)(CCCC)CCCC)C (2-(4,4,5,5-tetramethyl-1,3,2-dioxaborolan-2-yl)-9,9-dibutylfluorene), BrC=1C=C(C=C(C1)Br)C=1OC(=NN1)C1=CC=C(C=C1)OCCCCCCCC (2-(3,5-dibromophenyl)-5-[4-(octyloxy)phenyl]-1,3,4-oxadiazole). Product: C(CCC)C1(C2=CC=CC=C2C=2C=CC(=CC12)C=1C=C(C=C(C1)C1=CC=2C(C3=CC=CC=C3C2C=C1)(CCCC)CCCC)C=1OC(=NN1)C1=CC=C(C=C1)OCCCCCCCC)CCCC (2-[3,5-Bis-(9,9-dibutyl-9H-fluoren-2-yl)-phenyl]-5-(4-octyloxy-phenyl)-[1,3,4]oxadiazole). Reaction SMILES: CC1(C)C(C)(C)OB([C:9]2[CH:21]=[CH:20][C:19]3[C:18]4[C:13](=[CH:14][CH:15]=[CH:16][CH:17]=4)[C:12]([CH2:26][CH2:27][CH2:28][CH3:29])([CH2:22][CH2:23][CH2:24][CH3:25])[C:11]=3[CH:10]=2)O1.Br[C:32]1[CH:33]=[C:34]([C:39]2[O:40][C:41]([C:44]3[CH:49]=[CH:48][C:47]([O:50][CH2:51][CH2:52][CH2:53][CH2:54][CH2:55][CH2:56][CH2:57][CH3:58])=[CH:46][CH:45]=3)=[N:42][N:43]=2)[CH:35]=[C:36](Br)[CH:37]=1>>[CH2:26]([C:12]1([CH2:22][CH2:23][CH2:24][CH3:25])[C:11]2[CH:10]=[C:9]([C:32]3[CH:33]=[C:34]([C:39]4[O:40][C:41]([C:44]5[CH:49]=[CH:48][C:47]([O:50][CH2:51][CH2:52][CH2:53][CH2:54][CH2:55][CH2:56][CH2:57][CH3:58])=[CH:46][CH:45]=5)=[N:42][N:43]=4)[CH:35]=[C:36]([C:9]4[CH:21]=[CH:20][C:19]5[C:18]6[C:13](=[CH:14][CH:15]=[CH:16][CH:17]=6)[C:12]([CH2:26][CH2:27][CH2:28][CH3:29])([CH2:22][CH2:23][CH2:24][CH3:25])[C:11]=5[CH:10]=4)[CH:37]=3)[CH:21]=[CH:20][C:19]=2[C:18]2[C:13]1=[CH:14][CH:15]=[CH:16][CH:17]=2)[CH2:27][CH2:28][CH3:29]. Procedure: Using procedures outlined in Part B of Example 12, 2-(4,4,5,5-tetramethyl-1,3,2-dioxaborolan-2-yl)-9,9-dibutylfluorene (1.88 g, 4.6 mmol) and 2-(3,5-dibromophenyl)-5-[4-(octyloxy)phenyl]-1,3,4-oxadiazole from Example 7 (1.13 g, 2.2 mmole) are reacted to give the corresponding 2-[3,5-Bis-(9,9-dibutyl-9H-fluoren-2-yl)-phenyl]-5-(4-octyloxy-phenyl)-[1,3,4]oxadiazole. Isolated yield 35.0%. RXN SMILES: [F:1][C:2]([F:26])([F:25])[O:3][C:4]1[CH:9]=[CH:8][C:7]([N:10]2[CH:14]=[N:13][C:12]([C:15]3[CH:16]=[C:17]([CH2:21][CH2:22][CH2:23][NH2:24])[CH:18]=[CH:19][CH:20]=3)=[N:11]2)=[CH:6][CH:5]=1.[CH:27]([C:30]1[CH:35]=[CH:34][C:33]([CH3:36])=[CH:32][C:31]=1[NH:37][C:38]([NH2:40])=[S:39])([CH3:29])[CH3:28].[C:41]([O-])(=[O:43])C.[Na+]>>[CH:27]([C:30]1[CH:35]=[CH:34][C:33]([CH3:36])=[CH:32][C:31]=1[NH:37][C:38]([NH:40][C:41]([NH:24][CH2:23][CH2:22][CH2:21][C:17]1[CH:18]=[CH:19][CH:20]=[C:15]([C:12]2[N:13]=[CH:14][N:10]([C:7]3[CH:6]=[CH:5][C:4]([O:3][C:2]([F:1])([F:25])[F:26])=[CH:9][CH:8]=3)[N:11]=2)[CH:16]=1)=[O:43])=[S:39])([CH3:29])[CH3:28] |f:2.3|. Yields the product C(C)(C)C1=C(C=C(C=C1)C)NC(=S)NC(=O)NCCCC1=CC(=CC=C1)C1=NN(C=N1)C1=CC=C(C=C1)OC(F)(F)F (1-[(2-isopropyl-5-methyl-phenyl)carbamothioyl]-3-[3-[3-[1-[4-(trifluoromethoxy)phenyl]-1H-1,2,4-triazol-3-yl]phenyl]propyl]urea), solid. Reported procedure: The title compound was prepared as described in Example 63 using 3-(3-(1-(4-(trifluoromethoxy)phenyl)-1H-1,2,4-triazol-3-yl)phenyl)propan-1-amine (CA18) and 1-(2-isopropyl-5-methylphenyl)thiourea. Sodium acetate was used in place of sodium bicarbonate. The title compound was isolated as a white solid (0.118 g, 35%): 1H NMR (400 MHz, DMSO-d6) δ 11.91 (s, 1H), 10.05 (s, 1H), 9.40 (s, 1H), 8.13-8.04 (m, 2H), 8.03-7.93 (m, 2H), 7.61 (d, J=8.6 Hz, 2H), 7.46 (t, J=7.6 Hz, 1H), 7.36 (dt, J=7.8, 1.4 Hz,... The reactants are C(C)(=O)[O-].[Na+] (Sodium acetate), FC(OC1=CC=C(C=C1)N1N=C(N=C1)C=1C=C(C=CC1)CCCN)(F)F (3-(3-(1-(4-(trifluoromethoxy)phenyl)-1H-1,2,4-triazol-3-yl)phenyl)propan-1-amine), C(C)(C)C1=C(C=C(C=C1)C)NC(=S)N (1-(2-isopropyl-5-methylphenyl)thiourea). Reactants: C(C)NC=1C=C(C=CC1[N+](=O)[O-])C(C)=O (1-(3-ethylamino-4-nitro-phenyl)-ethanone). Reagents/catalysts: [Pd] (Pd/C). The solvent is C(C)O (ethanol). Run at time 2 hour. Yields the product NC1=C(C=C(C=C1)C(C)=O)NCC (1-(4-amino-3-ethylamino-phenyl)-ethanone). RXN SMILES: [CH2:1]([NH:3][C:4]1[CH:5]=[C:6]([C:13](=[O:15])[CH3:14])[CH:7]=[CH:8][C:9]=1[N+:10]([O-])=O)[CH3:2]>C(O)C.[Pd]>[NH2:10][C:9]1[CH:8]=[CH:7][C:6]([C:13](=[O:15])[CH3:14])=[CH:5][C:4]=1[NH:3][CH2:1][CH3:2]. Reported procedure: 10% Pd/C (100 mg) is added to a Parr bottle containing 1-(3-ethylamino-4-nitro-phenyl)-ethanone (0.98 g, 4.7 mmol) in ethanol (40 mL). The Parr bottle is sealed in a mechanical shaker, evacuated, and then purged with nitrogen followed by hydrogen. The system is pressurized to 50 PSI of hydrogen at room temperature and mechanical shaking engaged. After 2 hours, shaking is stopped, and the system purged with nitrogen prior to opening the vessel. The reaction mixture is filtered through celite, con... The reactants are C(CS)(=O)OC (methyl thioglycolate), FC1=C(C=O)C(=CC=C1)F (2,6-difluorobenzaldehyde), BrC1=CC=CC=2SC=CC21 (4-bromobenzo[b]thiophene). The product is FC1=CC=CC=2SC=CC21 (4-Fluorobenzo[b]thiophene). As a reaction SMILES: [C:1](OC)(=O)[CH2:2][SH:3].[F:7][C:8]1[CH:15]=[CH:14][CH:13]=[C:12](F)[C:9]=1C=O.BrC1C2C=CSC=2C=CC=1>>[F:7][C:8]1[C:9]2[CH:12]=[CH:13][S:3][C:2]=2[CH:1]=[CH:14][CH:15]=1. Reported procedure: 4-Fluorobenzo[b]thiophene was prepared starting from methyl thioglycolate and 2,6-difluorobenzaldehyde and then following a similar procedure to that given for 4-bromobenzo[b]thiophene in Example 9.